This data is from the Open Reaction Database (ORD), a public repository of structured organic reaction records. The task is: describe an organic reaction: reactants, conditions, products, and yield Starting materials: BrBr (Bromine), FC=1C=CC=2N(C(C=C(N2)C(C)NC(OCC2=CC=CC=C2)=O)=O)C1 (Benzyl 1-(7-fluoro-4-oxo-4H-pyrido[1,2-a]pyrimidin-2-yl)ethylcarbamate), O (Water). Solvent: C(C)(=O)O (acetic acid). Reaction conditions: time 30 minute. Product: BrC1=C(N=C2N(C1=O)C=C(C=C2)F)C(C)NC(OCC2=CC=CC=C2)=O (Benzyl 1-(3-bromo-7-fluoro-4-oxo-4H-pyrido[1,2-a]pyrimidin-2-yl)ethylcarbamate). Yield: 65.7%. As a reaction SMILES: [F:1][C:2]1[CH:3]=[CH:4][C:5]2[N:6]([CH:25]=1)[C:7](=[O:24])[CH:8]=[C:9]([CH:11]([NH:13][C:14](=[O:23])[O:15][CH2:16][C:17]1[CH:22]=[CH:21][CH:20]=[CH:19][CH:18]=1)[CH3:12])[N:10]=2.[Br:26]Br.O>C(O)(=O)C>[Br:26][C:8]1[C:7](=[O:24])[N:6]2[CH:25]=[C:2]([F:1])[CH:3]=[CH:4][C:5]2=[N:10][C:9]=1[CH:11]([NH:13][C:14](=[O:23])[O:15][CH2:16][C:17]1[CH:22]=[CH:21][CH:20]=[CH:19][CH:18]=1)[CH3:12]. Reported procedure: E1 (385 mg, 1.13 mmol) was dissolved in 14 mL of acetic acid. Bromine (58 μL, 1.13 mmol) was added dropwise. The reaction was stirred for 30 min at room temperature. Water (40 mL) was added into the reaction, and the reaction was stirred for another 30 min generating a white precipitate that was filtered, washed with water and dried to yield E2 (312 mg). Starting materials: NC=1C=CC2=C(N3C(CO2)=NC(=C3)C(=O)OC)C1 (methyl 8-amino-4H-imidazo[2,1-c][1,4]-benzoxazine-2-carboxylate), C(C)(=O)Cl (acetyl chloride). Run in CN(C=O)C (dimethylformamide). Product: C(C)(=O)NC=1C=CC2=C(N3C(CO2)=NC(=C3)C(=O)OC)C1 (methyl 8-acetamido-4H-imidazo-[2,1-c][1,4]-benzoxazine-2-carboxylate). The yield is 72.0%. RXN SMILES: [NH2:1][C:2]1[CH:3]=[CH:4][C:5]2[O:10][CH2:9][C:8]3=[N:11][C:12]([C:14]([O:16][CH3:17])=[O:15])=[CH:13][N:7]3[C:6]=2[CH:18]=1.[C:19](Cl)(=[O:21])[CH3:20]>CN(C)C=O>[C:19]([NH:1][C:2]1[CH:3]=[CH:4][C:5]2[O:10][CH2:9][C:8]3=[N:11][C:12]([C:14]([O:16][CH3:17])=[O:15])=[CH:13][N:7]3[C:6]=2[CH:18]=1)(=[O:21])[CH3:20]. Reported procedure: By the procedure of Step C in Example 1, methyl 8-amino-4H-imidazo[2,1-c][1,4]-benzoxazine-2-carboxylate and acetyl chloride were reacted in dimethylformamide as solvent to obtain a 72% yield of methyl 8-acetamido-4H-imidazo-[2,1-c][1,4]-benzoxazine-2-carboxylate with a melting point of 216-9° C. Starting materials: O=C(O)Cc1ccc(OCc2ccccc2)cc1, CCC(C)(CC)N=C=NC, CN(C)CCn1ncc2ccc(N)cc21, CN1CCOCC1, Cl, CN(C)C=O, On1nnc2ccccc21. The product is CN(C)CCn1ncc2ccc(NC(=O)Cc3ccc(OCc4ccccc4)cc3)cc21. RXN SMILES: [CH2:16]([c:17]1[cH:18][cH:19][cH:20][cH:21][cH:22]1)[O:23][c:24]1[cH:25][cH:26][c:27]([CH2:30][C:31](=[O:32])[OH:33])[cH:28][cH:29]1.[CH2:35]([C:36]([CH3:37])([N:38]=[C:39]=[N:40][CH3:41])[CH2:42][CH3:43])[CH3:44].[CH3:1][N:2]([CH2:3][CH2:4][n:5]1[n:6][cH:7][c:8]2[cH:9][cH:10][c:11]([NH2:14])[cH:12][c:13]12)[CH3:15].[CH3:55][N:56]1[CH2:57][CH2:58][O:59][CH2:60][CH2:61]1.[ClH:34].[O:62]=[CH:63][N:64]([CH3:65])[CH3:66].[OH:45][n:46]1[c:47]2[cH:48][cH:49][cH:50][cH:51][c:52]2[n:53][n:54]1>>[CH3:1][N:2]([CH2:3][CH2:4][n:5]1[n:6][cH:7][c:8]2[cH:9][cH:10][c:11]([NH:14][C:31]([CH2:30][c:27]3[cH:26][cH:25][c:24]([O:23][CH2:16][c:17]4[cH:18][cH:19][cH:20][cH:21][cH:22]4)[cH:29][cH:28]3)=[O:32])[cH:12][c:13]12)[CH3:15]. Reactants: BrCCOCCBr, O=C([O-])[O-], CN(C)C=O, CCOC(C)=O, [K+], [K+], Nc1nc(Cl)cc(Cl)n1. The product is Clc1cc(Cl)nc(N2CCOCC2)n1. RXN SMILES: [Br:1][CH2:2][CH2:3][O:4][CH2:5][CH2:6][Br:7].[C:8](=[O:9])([O-:10])[O-:11].[CH3:14][N:15]([CH3:16])[CH:17]=[O:18].[CH3:28][CH2:29][O:30][C:31](=[O:32])[CH3:33].[K+:12].[K+:13].[NH2:19][c:20]1[n:21][c:22]([Cl:27])[cH:23][c:24]([Cl:26])[n:25]1>>[CH2:2]1[CH2:3][O:4][CH2:5][CH2:6][N:19]1[c:20]1[n:21][c:22]([Cl:27])[cH:23][c:24]([Cl:26])[n:25]1. The reactants are FC1=NC(=CC=C1C(O)C1=CN(C2=NC=C(C=C21)C)[Si](C(C)C)(C(C)C)C(C)C)NC=2C=NC(=CC2)OC ([2-fluoro-6-(6-methoxy-pyridin-3-ylamino)-pyridin-3-yl]-(5-methyl-1-triisopropylsilanyl-1H-pyrrolo[2,3-b]pyridin-3-yl)-methanol), C(C)[SiH](CC)CC (triethylsilane), FC(C(=O)O)(F)F (trifluoroacetic acid), O (water). The solvent is ClCCCl (1,2-dichloroethane). Conditions: temperature 80 celsius, time 3 hour. Product: FC1=C(C=CC(=N1)NC=1C=NC(=CC1)OC)CC1=CNC2=NC=C(C=C21)C ([6-fluoro-5-(5-methyl-1H-pyrrolo[2,3-b]pyridin-3-ylmethyl)-pyridin-2-yl]-(6-methoxy-pyridin-3-yl)-amine). The yield is 70.4%. As a reaction SMILES: [F:1][C:2]1[C:7]([CH:8]([C:10]2[C:18]3[C:13](=[N:14][CH:15]=[C:16]([CH3:19])[CH:17]=3)[N:12]([Si](C(C)C)(C(C)C)C(C)C)[CH:11]=2)O)=[CH:6][CH:5]=[C:4]([NH:30][C:31]2[CH:32]=[N:33][C:34]([O:37][CH3:38])=[CH:35][CH:36]=2)[N:3]=1.C([SiH](CC)CC)C.FC(F)(F)C(O)=O.O>ClCCCl>[F:1][C:2]1[N:3]=[C:4]([NH:30][C:31]2[CH:32]=[N:33][C:34]([O:37][CH3:38])=[CH:35][CH:36]=2)[CH:5]=[CH:6][C:7]=1[CH2:8][C:10]1[C:18]2[C:13](=[N:14][CH:15]=[C:16]([CH3:19])[CH:17]=2)[NH:12][CH:11]=1. Procedure: To [2-fluoro-6-(6-methoxy-pyridin-3-ylamino)-pyridin-3-yl]-(5-methyl-1-triisopropylsilanyl-1H-pyrrolo[2,3-b]pyridin-3-yl)-methanol (68, 0.220 g, 0.411 mmol) in 20.0 mL of 1,2-dichloroethane, triethylsilane (2.0 mL, 12 mmol) and trifluoroacetic acid (1.0 mL, 13 mmol) are added and the reaction stirred at 80° C. for 3 hours. The reaction is poured into water and extracted with ethyl acetate. The organic layer is dried over sodium sulfate, filtered and the filtrate concentrated under vacuum. The re...